From a dataset of the Open Reaction Database (ORD), a public repository of structured organic reaction records. describe an organic reaction: reactants, conditions, products, and yield The reactants are C, CO, Cl, O=C(O)c1c(F)cccc1[N+](=O)[O-], [Pd]. Product: Cl, Nc1cccc(F)c1C(=O)O. As a reaction SMILES: [C:15].[CH3:17][OH:18].[ClH:14].[F:1][c:2]1[cH:3][cH:4][cH:5][c:6]([N+:11]([O-:12])=[O:13])[c:7]1[C:8](=[O:9])[OH:10].[Pd:16]>>[ClH:14].[F:1][c:2]1[cH:3][cH:4][cH:5][c:6]([NH2:11])[c:7]1[C:8](=[O:9])[OH:10]. Reactants: CCOC(=O)CC(=O)OCC, Cc1ccc(S(=O)(=O)OC2CN(C(c3ccccc3)c3ccccc3)C2)cc1, [H-], [Na+], C1CCOC1, O=C(O)CC(O)(CC(=O)O)C(=O)O. The product is CCOC(=O)C(C(=O)OCC)C1CN(C(c2ccccc2)c2ccccc2)C1. RXN SMILES: [C:1]([CH2:2][C:3](=[O:4])[O:5][CH2:6][CH3:7])(=[O:8])[O:9][CH2:10][CH3:11].[CH:14]([c:15]1[cH:16][cH:17][cH:18][cH:19][cH:20]1)([c:21]1[cH:22][cH:23][cH:24][cH:25][cH:26]1)[N:27]1[CH2:28][CH:29]([O:31][S:32]([c:33]2[cH:34][cH:35][c:36]([CH3:37])[cH:38][cH:39]2)(=[O:40])=[O:41])[CH2:30]1.[H-:12].[Na+:13].[O:55]1[CH2:56][CH2:57][CH2:58][CH2:59]1.[OH:42][C:43]([CH2:44][C:45]([C:46](=[O:47])[OH:48])([CH2:49][C:50](=[O:51])[OH:52])[OH:53])=[O:54]>>[C:1]([CH:2]([C:3](=[O:4])[O:5][CH2:6][CH3:7])[CH:29]1[CH2:28][N:27]([CH:14]([c:15]2[cH:16][cH:17][cH:18][cH:19][cH:20]2)[c:21]2[cH:22][cH:23][cH:24][cH:25][cH:26]2)[CH2:30]1)(=[O:8])[O:9][CH2:10][CH3:11]. The reactants are Br, CCOc1cccc(-c2ccc(=O)n(CC)n2)c1. The product is CCn1nc(-c2cccc(O)c2)ccc1=O. As a reaction SMILES: [BrH:19].[CH2:1]([CH3:2])[O:3][c:4]1[cH:5][c:6](-[c:10]2[cH:11][cH:12][c:13](=[O:18])[n:14]([CH2:16][CH3:17])[n:15]2)[cH:7][cH:8][cH:9]1>>[OH:3][c:4]1[cH:5][c:6](-[c:10]2[cH:11][cH:12][c:13](=[O:18])[n:14]([CH2:16][CH3:17])[n:15]2)[cH:7][cH:8][cH:9]1. Reactants: C(CCC)NC1CC(N(C(C1)(C)C)OC)(C)C (4-butylamino-1-methoxy-2,2,6,6-tetramethylpiperidine), ClCC(=O)Cl (chloroacetyl chloride). Solvent: ClCCl (dichloromethane), ClCCl (dichloromethane), C(C)OCC (diethyl ether). Reaction conditions: time 1 hour. The product is C(CCC)N(C(CCl)=O)C1CC(N(C(C1)(C)C)OC)(C)C (N-Butyl-N-(1-methoxy-2,2,6,6-tetramethylpiperidin-4-yl)-chloroacetamide). Yield: 87.2%. As a reaction SMILES: [CH2:1]([NH:5][CH:6]1[CH2:11][C:10]([CH3:13])([CH3:12])[N:9]([O:14][CH3:15])[C:8]([CH3:17])([CH3:16])[CH2:7]1)[CH2:2][CH2:3][CH3:4].[Cl:18][CH2:19][C:20](Cl)=[O:21]>ClCCl.C(OCC)C>[CH2:1]([N:5]([CH:6]1[CH2:7][C:8]([CH3:16])([CH3:17])[N:9]([O:14][CH3:15])[C:10]([CH3:13])([CH3:12])[CH2:11]1)[C:20](=[O:21])[CH2:19][Cl:18])[CH2:2][CH2:3][CH3:4]. Procedure details: A solution of 48.5 g (0.200 mol) of 4-butylamino-1-methoxy-2,2,6,6-tetramethylpiperidine in 150 ml of dichloromethane is added over a one hour interval at -10° C. to a solution of 11.3 g (0.100 mol) of chloroacetyl chloride in 100 ml of dichloromethane. The reaction mixture is then stirred at ambient temperature for 1 hour. The mixture is diluted with diethyl ether (500 ml), and solids are removed by filtration. The filtrate is washed with 1N hydrochloric acid (2×75 ml) and saturated sodium bica... Procedure: A solution of 4-[1-(4-amino-3-methyl-1H-pyrazolo[3,4-d]pyrimidin-1-yl)ethyl]-2-azetidin-3-yl-6-chloro-3-methoxybenzonitrile (40 mg, 0.10 mmol) in methanol (2 mL) was treated with sodium cyanoborohydride (16 mg, 0.25 mmol) followed by acetol (28 μL, 0.40 mmol) and stirred at room temperature for 1 h. The reaction mixture was quenched with acetic acid (100 μL, 1.8 mmol), diluted with methanol, and purified by preparative LCMS (XBridge C18 column, eluting with a gradient of acetonitrile/water conta... The reactants are NC1=C2C(=NC=N1)N(N=C2C)C(C)C2=C(C(=C(C#N)C(=C2)Cl)C2CNC2)OC (4-[1-(4-amino-3-methyl-1H-pyrazolo[3,4-d]pyrimidin-1-yl)ethyl]-2-azetidin-3-yl-6-chloro-3-methoxybenzonitrile), C(#N)[BH3-].[Na+] (sodium cyanoborohydride), C(C)(=O)O (acetic acid), CC(=O)CO (acetol). Yields the product NC1=C2C(=NC=N1)N(N=C2C)C(C)C2=C(C(=C(C#N)C(=C2)Cl)C2CN(C2)C(CO)C)OC (4-[1-(4-amino-3-methyl-1H-pyrazolo[3,4-d]pyrimidin-1-yl)ethyl]-6-chloro-2-[1-(2-hydroxy-1-methylethyl)azetidin-3-yl]-3-methoxybenzonitrile). Run at time 1 hour. RXN SMILES: [NH2:1][C:2]1[N:7]=[CH:6][N:5]=[C:4]2[N:8]([CH:12]([C:14]3[CH:21]=[C:20]([Cl:22])[C:17]([C:18]#[N:19])=[C:16]([CH:23]4[CH2:26][NH:25][CH2:24]4)[C:15]=3[O:27][CH3:28])[CH3:13])[N:9]=[C:10]([CH3:11])[C:3]=12.C([BH3-])#N.[Na+].[CH3:33][C:34]([CH2:36][OH:37])=O.C(O)(=O)C>CO>[NH2:1][C:2]1[N:7]=[CH:6][N:5]=[C:4]2[N:8]([CH:12]([C:14]3[CH:21]=[C:20]([Cl:22])[C:17]([C:18]#[N:19])=[C:16]([CH:23]4[CH2:24][N:25]([CH:34]([CH3:33])[CH2:36][OH:37])[CH2:26]4)[C:15]=3[O:27][CH3:28])[CH3:13])[N:9]=[C:10]([CH3:11])[C:3]=12 |f:1.2|. The solvent is CO (methanol), CO (methanol). Starting materials: C1(=CC=CC=C1)CCCN (3-phenylpropan-1-amine), C1N(CC2=CC=CC=C12)C(=O)NC1=CC=C(N=N1)C(=O)O (6-(isoindoline-2-carboxamido)pyridazine-3-carboxylic acid), C1N(CC2=CC=CC=C12)C(=O)NC1=CC=C(C(=O)O)C=C1 (4-(isoindoline-2-carboxamido)benzoic acid). Product: C1(CCCC1)CNC(=O)C1=CC=C(N=N1)NC(=O)N1CC2=CC=CC=C2C1 (N-{6-[(cyclopentylmethyl)carbamoyl]pyridazin-3-yl}-1,3-dihydro-2H-isoindole-2-carboxamide). RXN SMILES: [C:1]1([CH2:7][CH2:8][CH2:9][NH2:10])[CH:6]=[CH:5]C=CC=1.[CH2:11]1[C:19]2[C:14](=[CH:15][CH:16]=[CH:17][CH:18]=2)[CH2:13][N:12]1[C:20]([NH:22][C:23]1[N:28]=[N:27][C:26]([C:29]([OH:31])=O)=[CH:25][CH:24]=1)=[O:21].C1C2C(=CC=CC=2)CN1C(NC1C=CC(C(O)=O)=CC=1)=O>>[CH:8]1([CH2:9][NH:10][C:29]([C:26]2[N:27]=[N:28][C:23]([NH:22][C:20]([N:12]3[CH2:11][C:19]4[C:14](=[CH:15][CH:16]=[CH:17][CH:18]=4)[CH2:13]3)=[O:21])=[CH:24][CH:25]=2)=[O:31])[CH2:5][CH2:6][CH2:1][CH2:7]1. Procedure details: The title compound was prepared as described in Example 1C, substituting cyclopentylmethamine for 3-phenylpropan-1-amine and 6-(isoindoline-2-carboxamido)pyridazine-3-carboxylic acid for 4-(isoindoline-2-carboxamido)benzoic acid. 1H NMR (300 MHz, DMSO-d6) δ 9.97 (s, 1H), 9.00 (t, J=6.1 Hz, 1H), 8.31 (d, J=9.3 Hz, 1H), 8.11 (d, J=9.3 Hz, 1H), 7.41-7.28 (m, 4H), 5.13-4.72 (m, 4H), 3.31-3.16 (m, 2H), 2.22 (p, J=7.3 Hz, 1H), 1.70-1.45 (m, 6H), 1.38-1.20 (m, 2H); MS (ESI(+)) m/e 366 (M+H)+. Starting materials: B(Br)(Br)Br (boron tribromide), COC1=CC=2C3=C(N(C2C=C1)C1=CC=CC=C1)CCN(CC3)C (1,2,3,4,5,6-hexahydro-9-methoxy-3-methyl-6-phenyl-azepino[4,5-b]indole). Solvent: ClCCl (dichloromethane), ClCCl (dichloromethane). Reaction conditions: time 1 hour. The product is OC1=CC=2C3=C(N(C2C=C1)C1=CC=CC=C1)CCN(CC3)C (1,2,3,4,5,6-Hexahydro-9-hydroxy-3-methyl-6-phenylazepino[4,5-b]indole). As a reaction SMILES: B(Br)(Br)Br.C[O:6][C:7]1[CH:15]=[CH:14][C:13]2[N:12]([C:16]3[CH:21]=[CH:20][CH:19]=[CH:18][CH:17]=3)[C:11]3[CH2:22][CH2:23][N:24]([CH3:27])[CH2:25][CH2:26][C:10]=3[C:9]=2[CH:8]=1>ClCCl>[OH:6][C:7]1[CH:15]=[CH:14][C:13]2[N:12]([C:16]3[CH:21]=[CH:20][CH:19]=[CH:18][CH:17]=3)[C:11]3[CH2:22][CH2:23][N:24]([CH3:27])[CH2:25][CH2:26][C:10]=3[C:9]=2[CH:8]=1. Procedure: A solution of 3.58 g of boron tribromide in 10 ml dichloromethane is added dropwise at -60° to a solution of 2 g 1,2,3,4,5,6-hexahydro-9-methoxy-3-methyl-6-phenyl-azepino[4,5-b]indole in 20 ml dichloromethane. The mixture is stirred at -60° for 1 hour and a dark oil separates out. The mixture is concentrated under reduced pressure and the residual oil is treated with 30 ml ethanol. The mixture is brought to reflux over 30 minutes and the hydrobromide of the title compound crystallizes out. The s... Starting materials: CCOC(=O)c1cc2cc(OCCCN3CCCCC3)cnc2[nH]1, Cl, C1COCCO1. The product is Cl, O=C(O)c1cc2cc(OCCCN3CCCCC3)cnc2[nH]1. As a reaction SMILES: [CH2:1]([CH3:2])[O:3][C:4](=[O:5])[c:6]1[cH:7][c:8]2[c:9]([n:10][cH:11][c:12]([O:14][CH2:15][CH2:16][CH2:17][N:18]3[CH2:19][CH2:20][CH2:21][CH2:22][CH2:23]3)[cH:13]2)[nH:24]1.[ClH:25].[O:26]1[CH2:27][CH2:28][O:29][CH2:30][CH2:31]1>>[ClH:25].[O:3]=[C:4]([OH:5])[c:6]1[cH:7][c:8]2[c:9]([n:10][cH:11][c:12]([O:14][CH2:15][CH2:16][CH2:17][N:18]3[CH2:19][CH2:20][CH2:21][CH2:22][CH2:23]3)[cH:13]2)[nH:24]1. Product: O=S(=O)(N1CCNCC1)n1cc2ccc(Cl)cc2c1. The reactants are O=S(=O)(N1CCN(Cc2ccccc2)CC1)n1cc2ccc(Cl)cc2c1, CO, CC(Cl)OC(=O)Cl, ClCCCl. As a reaction SMILES: [CH2:1]([c:2]1[cH:3][cH:4][cH:5][cH:6][cH:7]1)[N:8]1[CH2:9][CH2:10][N:11]([S:14](=[O:15])(=[O:16])[n:17]2[cH:18][c:19]3[cH:20][cH:21][c:22]([Cl:26])[cH:23][c:24]3[cH:25]2)[CH2:12][CH2:13]1.[CH3:34][OH:35].[Cl:27][C:28]([O:29][CH:30]([Cl:31])[CH3:32])=[O:33].[Cl:36][CH2:37][CH2:38][Cl:39]>>[NH:8]1[CH2:9][CH2:10][N:11]([S:14](=[O:15])(=[O:16])[n:17]2[cH:18][c:19]3[cH:20][cH:21][c:22]([Cl:26])[cH:23][c:24]3[cH:25]2)[CH2:12][CH2:13]1.